describe an organic reaction: reactants, conditions, products, and yield From a dataset of the Open Reaction Database (ORD), a public repository of structured organic reaction records. The reactants are C(C)(C)(C)OC(=O)C=1C=C(C=C(C1)O)C1=CC(=CC=C1)F (3′-fluoro-5-hydroxy-biphenyl-3-carboxylic acid tert-butyl ester), C(C)(C)(C)OC(C1=CC(=CC(=C1)OCC1=CC=CC=C1)C1=CC2=C(OCO2)C=C1)=O (3-benzo[1,3]dioxol-5-yl-5-benzyloxy-benzoic acid tert-butyl ester). Yields the product C(C)(C)(C)OC(C1=CC(=CC(=C1)O)C1=CC2=C(OCO2)C=C1)=O (3-Benzo[1,3]dioxol-5-yl-5-hydroxy-benzoic acid tert-butyl ester). As a reaction SMILES: C(OC(C1C=C(C2C=CC=C(F)C=2)C=C(O)C=1)=O)(C)(C)C.[C:22]([O:26][C:27](=[O:51])[C:28]1[CH:33]=[C:32]([O:34]CC2C=CC=CC=2)[CH:31]=[C:30]([C:42]2[CH:50]=[CH:49][C:45]3[O:46][CH2:47][O:48][C:44]=3[CH:43]=2)[CH:29]=1)([CH3:25])([CH3:24])[CH3:23]>>[C:22]([O:26][C:27](=[O:51])[C:28]1[CH:33]=[C:32]([OH:34])[CH:31]=[C:30]([C:42]2[CH:50]=[CH:49][C:45]3[O:46][CH2:47][O:48][C:44]=3[CH:43]=2)[CH:29]=1)([CH3:25])([CH3:23])[CH3:24]. Procedure details: The title compound was prepared in the same way as 3′-fluoro-5-hydroxy-biphenyl-3-carboxylic acid tert-butyl ester starting from 3-benzo[1,3]dioxol-5-yl-5-benzyloxy-benzoic acid tert-butyl ester. The reactants are C(C)(C)(C)OC(=O)N1[C@@H]2[C@H](CC1)CN(C2)C(=O)OCC2=CC=CC=C2 ((3aR,6aR)-Hexahydro-pyrrolo[3,4-b]pyrrole-1,5-dicarboxylic acid 5-benzyl ester 1-tert-butyl ester), FC(C(=O)O)(F)F (trifluoroacetic acid). The solvent is ClCCl (dichloromethane). Product: C(C1=CC=CC=C1)OC(=O)N1C[C@@H]2NCC[C@@H]2C1 ((3aR,6aR)-Hexahydro-pyrrolo[3,4-b]pyrrole-5-carboxylic acid benzyl ester). As a reaction SMILES: C(OC([N:8]1[CH2:12][CH2:11][C@@H:10]2[CH2:13][N:14]([C:16]([O:18][CH2:19][C:20]3[CH:25]=[CH:24][CH:23]=[CH:22][CH:21]=3)=[O:17])[CH2:15][C@H:9]12)=O)(C)(C)C.FC(F)(F)C(O)=O>ClCCl>[CH2:19]([O:18][C:16]([N:14]1[CH2:13][C@@H:10]2[C@@H:9]([NH:8][CH2:12][CH2:11]2)[CH2:15]1)=[O:17])[C:20]1[CH:21]=[CH:22][CH:23]=[CH:24][CH:25]=1. Procedure: The product of Example 1A ((3aR,6aR)-hexahydro-pyrrolo[3,4-b]pyrrole-1,5-dicarboxylic acid 5-benzyl ester 1-tert-butyl ester) (4.5 g, 12.5 mmole), was stirred with a mixture of dichloromethane and trifluoroacetic acid (15 ml/15 ml) for 2 hours. The solvent was removed under reduced pressure, and the residue was basified with saturated sodium bicarbonate, then extracted with dichloromethane (3×). The combined organic layers were washed with brine, dried over sodium sulfate, filtered, and concentr... Reactants: ClS(=O)(=O)O (chloro sulfonic acid), C1C(CC2=CC=CC=C12)NC(C)=O (N-Indan-2-yl-acetamide). Run in ClCCl (dichloromethane). Run at time 15 hour. Product: C(C)(=O)NC1CC2=CC=C(C=C2C1)S(=O)(=O)Cl (2-Acetylamino-indan-5-sulfonyl chloride). As a reaction SMILES: [Cl:1][S:2]([OH:5])(=O)=[O:3].[CH2:6]1[C:14]2[C:9](=[CH:10][CH:11]=[CH:12][CH:13]=2)[CH2:8][CH:7]1[NH:15][C:16](=[O:18])[CH3:17]>ClCCl>[C:16]([NH:15][CH:7]1[CH2:8][C:9]2[C:14](=[CH:13][CH:12]=[C:11]([S:2]([Cl:1])(=[O:5])=[O:3])[CH:10]=2)[CH2:6]1)(=[O:18])[CH3:17]. Procedure details: 1.6 ml of chloro sulfonic acid was dropped to the stirred solution of 1.06 g N-Indan-2-yl-acetamide and 50 ml of dichloromethane and the mixture was stirred for 15 hours at room temperature. The reaction was than quenched with cold water and die organic phase separated, dried over sodium sulfate evaporated. The resulting residue was used for further reaction without further purification. As a reaction SMILES: [CH2:10]([CH3:11])[O:12][C:13]([C:14]#[C:15][CH3:16])=[O:17].[F:1][c:2]1[c:3]([OH:9])[cH:4][cH:5][cH:6][c:7]1[CH3:8].[N:18]12[CH2:19][CH2:20][CH2:21][N:22]=[C:23]1[CH2:24][CH2:25][CH2:26][CH2:27][CH2:28]2.[O:29]1[CH2:30][CH2:31][CH2:32][CH2:33]1>>[F:1][c:2]1[c:3]([O:9][C:15](=[CH:14][C:13]([O:12][CH2:10][CH3:11])=[O:17])[CH3:16])[cH:4][cH:5][cH:6][c:7]1[CH3:8]. Reactants: CC#CC(=O)OCC, Cc1cccc(O)c1F, C1CCC2=NCCCN2CC1, C1CCOC1. Product: CCOC(=O)C=C(C)Oc1cccc(C)c1F. Starting materials: N[C@H]1C2=C(C3=C(N(C1=O)C)C=CC=C3)C=CC=C2 ((S)-7-amino-5-methyl-5H,7H-dibenzo[b,d]azepin-6-one), CC(C(=O)O)C(=O)NCCC(C(F)(F)F)(F)F ((2RS)-2-methyl-N-(3,3,4,4,4-pentafluoro-butyl)-malonamic acid). Yields the product CC(C(=O)N[C@H]1C2=C(C3=C(N(C1=O)C)C=CC=C3)C=CC=C2)C(=O)NCCC(C(F)(F)F)(F)F ((2RS)-2-Methyl-N-[(S)-5-methyl-6-oxo-6,7-dihydro-5H-dibenzo[b,d]azepin-7-yl]-N′-(3,3,4,4,4-pentafluoro-butyl)-malonamide). As a reaction SMILES: [NH2:1][C@@H:2]1[C:8](=[O:9])[N:7]([CH3:10])[C:6]2[CH:11]=[CH:12][CH:13]=[CH:14][C:5]=2[C:4]2[CH:15]=[CH:16][CH:17]=[CH:18][C:3]1=2.[CH3:19][CH:20]([C:24]([NH:26][CH2:27][CH2:28][C:29]([F:35])([F:34])[C:30]([F:33])([F:32])[F:31])=[O:25])[C:21](O)=[O:22]>>[CH3:19][CH:20]([C:24]([NH:26][CH2:27][CH2:28][C:29]([F:34])([F:35])[C:30]([F:32])([F:31])[F:33])=[O:25])[C:21]([NH:1][C@@H:2]1[C:8](=[O:9])[N:7]([CH3:10])[C:6]2[CH:11]=[CH:12][CH:13]=[CH:14][C:5]=2[C:4]2[CH:15]=[CH:16][CH:17]=[CH:18][C:3]1=2)=[O:22]. Reported procedure: In an analogous manner to that described in Example 20 d), the condensation of (S)-7-amino-5-methyl-5H,7H-dibenzo[b,d]azepin-6-one and (2RS)-2-methyl-N-(3,3,4,4,4-pentafluoro-butyl)-malonamic acid yielded the title compound as a white solid;